From a dataset of the Open Reaction Database (ORD), a public repository of structured organic reaction records. describe an organic reaction: reactants, conditions, products, and yield Starting materials: acyloxyalkyl carbamates, C1CC1(C(=O)O)N (ACPC), COC=1C=C(C(=O)OCCOC(=O)ON2C(CCC2=O)=O)C=CC1OC ((2,5-dioxoazolidinyloxycarbonyloxy)ethyl 3,4-dimethoxybenzoate). Product: COC=1C=C(C=CC1OC)C(=O)OCCOC(=O)NC1(CC1)C(=O)O (1-{[(3,4-Dimethoxyphenylcarbonyloxy)ethoxy]carbonylamino}cyclopropanecarboxylic Acid). Isolated yield 72.9%. Reaction SMILES: [CH2:1]1[C:3]([NH2:7])([C:4]([OH:6])=[O:5])[CH2:2]1.[CH3:8][O:9][C:10]1[CH:11]=[C:12]([CH:29]=[CH:30][C:31]=1[O:32][CH3:33])[C:13]([O:15][CH2:16][CH2:17][O:18][C:19](ON1C(=O)CCC1=O)=[O:20])=[O:14]>>[CH3:8][O:9][C:10]1[CH:11]=[C:12]([C:13]([O:15][CH2:16][CH2:17][O:18][C:19]([NH:7][C:3]2([C:4]([OH:6])=[O:5])[CH2:2][CH2:1]2)=[O:20])=[O:14])[CH:29]=[CH:30][C:31]=1[O:32][CH3:33]. Reported procedure: Following the general procedure for the synthesis of acyloxyalkyl carbamates, ACPC (0.122 g, 1.21 mmol) and (2,5-dioxoazolidinyloxycarbonyloxy)ethyl 3,4-dimethoxybenzoate (0.4 g, 1.01 mmol) were reacted to provide 0.260 g (68% yield) of the title compound (14) as a white powder after work-up and mass-guided preparative HPLC purification. M.p.: 171.8-173.6° C. 1H NMR (CDCl3, 400 MHz): δ=7.69 (d, 1H), 7.47 (s, 1H), 7.13 (d, 1H), 6.83 (d, 1H), 5.52 (s, 0.3H), 5.43 (s, 0.7H), 3.98 (d, 6H), 1.62 (m, ... Reactants: C1(=CC=CC=C1)N(C(OCC1CC2=CC=CC(=C2CC1)O)=O)C1=CC=CC=C1 ((1,2,3,4-tetrahydro-5-hydroxy-2-naphthyl)methyl N,N-diphenylcarbamate), BrCC(=O)OCC (ethyl bromoacetate), C([O-])([O-])=O.[K+].[K+] (potassium carbonate). Run in CN(C=O)C (N,N-dimethylformamide). Run at time 5.5 hour. Product: C1(=CC=CC=C1)N(C(OCC1CC2=CC=CC(=C2CC1)OCC(=O)OCC)=O)C1=CC=CC=C1 ([5-(ethoxycarbonylmethoxy)-1,2,3,4-tetrahydro-2-naphthyl]methyl N,N-diphenylcarbamate). The yield is 74.0%. As a reaction SMILES: [C:1]1([N:7]([C:23]2[CH:28]=[CH:27][CH:26]=[CH:25][CH:24]=2)[C:8](=[O:22])[O:9][CH2:10][CH:11]2[CH2:20][CH2:19][C:18]3[C:13](=[CH:14][CH:15]=[CH:16][C:17]=3[OH:21])[CH2:12]2)[CH:6]=[CH:5][CH:4]=[CH:3][CH:2]=1.Br[CH2:30][C:31]([O:33][CH2:34][CH3:35])=[O:32].C(=O)([O-])[O-].[K+].[K+]>CN(C)C=O>[C:23]1([N:7]([C:1]2[CH:2]=[CH:3][CH:4]=[CH:5][CH:6]=2)[C:8](=[O:22])[O:9][CH2:10][CH:11]2[CH2:20][CH2:19][C:18]3[C:13](=[CH:14][CH:15]=[CH:16][C:17]=3[O:21][CH2:30][C:31]([O:33][CH2:34][CH3:35])=[O:32])[CH2:12]2)[CH:24]=[CH:25][CH:26]=[CH:27][CH:28]=1 |f:2.3.4|. Procedure: A suspension of (1,2,3,4-tetrahydro-5-hydroxy-2-naphthyl)methyl N,N-diphenylcarbamate (67 mg), ethyl bromoacetate (33 mg) and potassium carbonate (37 mg) in N,N-dimethylformamide (1.0 ml) was stirred at room temperature for 5.5 hours and then extracted with ethyl acetate. The extract was washed with water and brine (twice), dried over magnesium sulfate, and evaporated in vacuo. The residue was chromatographed (toluene-ethyl acetate) over silica gel to afford [5-(ethoxycarbonylmethoxy)-1,2,3,4-te... Reactants: stainless steel, C1(O)=CC(O)=CC=C1 (resorcin), C(C)OC(C)(C)OCC (acetone diethyl acetal), C(C)O (ethanol), S(O)(O)(=O)=O (sulfuric acid). The solvent is C1(=CC=CC=C1)C (toluene). Yields the product C(C)OC1(OC2=CC(=CC=C2C(C1)(C)C)O)C (2-ethoxy-7-hydroxy-2,4,4-trimethylchroman). Yield: 51.2%. As a reaction SMILES: [C:1]1([CH:8]=[CH:7][CH:6]=[C:4]([OH:5])[CH:3]=1)O.[CH2:9]([O:11][C:12]([O:15][CH2:16][CH3:17])([CH3:14])[CH3:13])[CH3:10].[CH2:18](O)C.S(=O)(=O)(O)O>C1(C)C=CC=CC=1>[CH2:9]([O:11][C:12]1([CH3:14])[CH2:13][C:1]([CH3:3])([CH3:18])[C:8]2[C:16](=[CH:17][C:4]([OH:5])=[CH:6][CH:7]=2)[O:15]1)[CH3:10]. Procedure details: 100 ml stainless steel autoclave was charged with 2.2 g (20 mmol) of resorcin, 5.28 g (40 mmol) of acetone diethyl acetal, 9.2 g (200 mmol) of ethanol, 0.2 g (2 mmol) of conc. sulfuric acid and 40 ml of toluene, then sealed and allowed to react at 100° C. for 3 hours. After similar working up as in Example 45, 2.42 g (51.3%) of 2-ethoxy-7-hydroxy-2,4,4-trimethylchroman was obtained. The reactants are O=C([O-])O, Cc1ccccc1, CCOC(C)=O, O=Cc1ccc(F)nc1, [Na+], O, OCCO, Cc1ccc(S(=O)(=O)O)cc1. The product is Fc1ccc(C2OCCO2)cn1. RXN SMILES: [C:32](=[O:33])([OH:34])[O-:35].[CH3:25][c:26]1[cH:27][cH:28][cH:29][cH:30][cH:31]1.[CH3:38][CH2:39][O:40][C:41]([CH3:42])=[O:43].[F:1][c:2]1[n:3][cH:4][c:5]([CH:6]=[O:7])[cH:8][cH:9]1.[Na+:36].[OH2:37].[OH:10][CH2:11][CH2:12][OH:13].[c:14]1([CH3:15])[cH:16][cH:17][c:18]([S:19]([OH:20])(=[O:21])=[O:22])[cH:23][cH:24]1>>[F:1][c:2]1[n:3][cH:4][c:5]([CH:6]2[O:7][CH2:12][CH2:11][O:10]2)[cH:8][cH:9]1. The reactants are N1CCC2=CC=CC=C12 (indoline), O=C[C@H](O)[C@@H](O)[C@H](O)[C@H](O)CO (D-glucose), S1C=NC=C1 (thiazole), product 76, N1C=C(C2=CC=CC=C12)CC(=O)O (indole-3-acetic acid), C(C)(=O)OC(C)=O (acetic anhydride), 74, product 77, C(=O)(C(F)(F)F)O (TFA), indoles, N1C=CC2=CC=CC=C12 (indole), N1CCC2=CC=CC=C12 (indoline). Solvent: CO (methanol), N1=CC=CC=C1 (pyridine). Product: [C@@H]1([C@H](O)[C@@H](O)[C@H](O)[C@H](O1)CO)N1C=C(C2=CC=CC=C12)CC(=O)O (N-β-D-glucopyranosyl indole-3-acetic acid). Isolated yield 40.0%. Reaction SMILES: S1C=CN=C1.N1C2C(=CC=CC=2)C=C1.[NH:15]1[C:23]2[C:18](=[CH:19][CH:20]=[CH:21][CH:22]=2)[C:17]([CH2:24][C:25]([OH:27])=[O:26])=[CH:16]1.N1C2C(=CC=CC=2)CC1.C(O)(C(F)(F)F)=O.[O:44]=[CH:45][C@@H:46]([C@H:48]([C@@H:50]([C@@H:52]([CH2:54][OH:55])[OH:53])[OH:51])[OH:49])O.C(OC(=O)C)(=O)C>CO.N1C=CC=CC=1>[C@@H:54]1([N:15]2[C:23]3[C:18](=[CH:19][CH:20]=[CH:21][CH:22]=3)[C:17]([CH2:24][C:25]([OH:27])=[O:26])=[CH:16]2)[O:55][C@H:46]([CH2:45][OH:44])[C@@H:48]([OH:49])[C@H:50]([OH:51])[C@H:52]1[OH:53]. Reported procedure: In order to accommodate need for SAR optimization of the thiazole derivatives, indoles at A ring may be synthesized and evaluated. One isomer of indole may be prepared by adopting the reported procedure [Kai, K. et al. Phytochemistry, 2007, 68, 2512-2522]. First, commercially available indole-3-acetic acid 73 is esterified under acidic conditions. Next, the indole ring of 74 is partially reduced to indoline 75 using triethylsilane and TFA in 77% yield. Condensation of 75 with D-glucose is accomp... Starting materials: CCN=C=NCCCN(C)C, CCN(C(C)C)C(C)C, Cl, O=C(O)c1cc(C(F)(F)F)ccc1F, O=C(NCC(=O)N1CCNCC1)c1ccc(-c2ccccc2)cc1, CN(C)C=O, O, On1nnc2ccccc21. Yields the product O=C(NCC(=O)N1CCN(C(=O)c2cc(C(F)(F)F)ccc2F)CC1)c1ccc(-c2ccccc2)cc1. Reaction SMILES: [CH3:34][CH2:35][N:36]=[C:37]=[N:38][CH2:39][CH2:40][CH2:41][N:42]([CH3:43])[CH3:44].[CH:1]([N:2]([CH2:3][CH3:4])[CH:5]([CH3:6])[CH3:7])([CH3:8])[CH3:9].[ClH:45].[F:10][c:11]1[c:12]([C:13](=[O:14])[OH:15])[cH:16][c:17]([C:20]([F:21])([F:22])[F:23])[cH:18][cH:19]1.[O:46]=[C:47]([CH2:48][NH:49][C:50](=[O:51])[c:52]1[cH:53][cH:54][c:55](-[c:58]2[cH:59][cH:60][cH:61][cH:62][cH:63]2)[cH:56][cH:57]1)[N:64]1[CH2:65][CH2:66][NH:67][CH2:68][CH2:69]1.[O:70]=[CH:71][N:72]([CH3:73])[CH3:74].[OH2:75].[OH:24][n:25]1[c:26]2[c:27]([cH:28][cH:29][cH:30][cH:31]2)[n:32][n:33]1>>[F:10][c:11]1[c:12]([C:13](=[O:15])[N:67]2[CH2:66][CH2:65][N:64]([C:47](=[O:46])[CH2:48][NH:49][C:50](=[O:51])[c:52]3[cH:53][cH:54][c:55](-[c:58]4[cH:59][cH:60][cH:61][cH:62][cH:63]4)[cH:56][cH:57]3)[CH2:69][CH2:68]2)[cH:16][c:17]([C:20]([F:21])([F:22])[F:23])[cH:18][cH:19]1.